Dataset: the Open Reaction Database (ORD), a public repository of structured organic reaction records. Task: describe an organic reaction: reactants, conditions, products, and yield The reactants are [OH-].[Ca+2].[OH-] (calcium hydroxide), CC(CC)=O (2-Butanone), C=O (formalin), C([O-])([O-])=O.[Ca+2] (calcium carbonate), [OH-].[Ca+2].[OH-] (calcium hydroxide). Solvent: ligroin, C(C)(=O)OCC (ethyl acetate). Reaction conditions: temperature 12.5 celsius, time 6 hour. The product is OCC(C(C)=O)(C)CO (3,3-Bis(hydroxymethyl)-2-Butanone). RXN SMILES: [CH3:1][C:2](=O)[CH2:3][CH3:4].[CH2:6]=[O:7].[OH-:8].[Ca+2].[OH-:10].[C:11](=O)([O-])[O-].[Ca+2]>C(OCC)(=O)C>[OH:7][CH2:6][C:2]([CH2:1][OH:10])([CH3:11])[C:3](=[O:8])[CH3:4] |f:2.3.4,5.6|. Procedure details: 2-Butanone (216 g, 3.0 mol) and 30% formalin (600 g, 6.0 mol) were added simultaneously, but separately, to an aqueous calcium hydroxide solution (1.89 g, 0.255 mol) in a 3-liter flask during a 5-min. period. The solution was stirred vigorously for 6 hr at 10-15° C. Another portion of calcium hydroxide (0.4 g, 0.0054 mol) was added and the reaction mixture stirred another 6 hr at ambient conditions. Subsequently, the solution was filtered and neutralized with dry ice. The solution was concentrat...